Dataset: the Open Reaction Database (ORD), a public repository of structured organic reaction records. Task: describe an organic reaction: reactants, conditions, products, and yield The product is CC(C)(C)OC(=O)C1CC1F. Reactants: [BH4-], COC(C)(C)C, CCCCCCCC[N+](C)(CCCCCCCC)CCCCCCCC, CCCCCCC, [Cl-], CC(C)(C)OC(=O)C1(Cl)CC1F, [Na+], O. Reaction SMILES: [BH4-:13].[C:16]([O:17][CH3:18])([CH3:19])([CH3:20])[CH3:21].[CH2:23]([N+:24]([CH2:25][CH2:26][CH2:27][CH2:28][CH2:29][CH2:30][CH2:31][CH3:32])([CH2:33][CH2:34][CH2:35][CH2:36][CH2:37][CH2:38][CH2:39][CH3:40])[CH3:41])[CH2:42][CH2:43][CH2:44][CH2:45][CH2:46][CH2:47][CH3:48].[CH3:49][CH2:50][CH2:51][CH2:52][CH2:53][CH2:54][CH3:55].[Cl-:22].[Cl:1][C:2]1([C:6](=[O:7])[O:8][C:9]([CH3:10])([CH3:11])[CH3:12])[CH:3]([F:5])[CH2:4]1.[Na+:14].[OH2:15]>>[CH:2]1([C:6](=[O:7])[O:8][C:9]([CH3:10])([CH3:11])[CH3:12])[CH:3]([F:5])[CH2:4]1.